Dataset: the Open Reaction Database (ORD), a public repository of structured organic reaction records. Task: describe an organic reaction: reactants, conditions, products, and yield The reactants are BrC1=C2COC(=O)C2=CC=C1NC(C(CC(C)(C1=CC=CC=C1)C)=O)=O (4-bromo-5-(4-methyl-2-oxo-4-phenyl-valeroylamino)-phthalide), NC=1C=C2COC(=O)C2=CC1 (5-aminophthalide), IC=1C=C(C=CC1)C(CC(C(=O)O)=O)(C)C (4-(3-iodophenyl)-4-methyl-2-oxo-valeric acid). The product is IC=1C=C(C=CC1)C(CC(C(=O)NC=1C=C2COC(=O)C2=CC1)=O)(C)C (5-[4-(3-Iodophenyl)-4-methyl-2-oxo-valeroylamino)-phthalide). As a reaction SMILES: Br[C:2]1[C:11]([NH:12][C:13](=[O:26])[C:14](=[O:25])[CH2:15][C:16]([CH3:24])([C:18]2[CH:23]=[CH:22][CH:21]=[CH:20][CH:19]=2)[CH3:17])=[CH:10][CH:9]=[C:8]2[C:3]=1[CH2:4][O:5][C:6]2=[O:7].NC1C=C2C(=CC=1)C(=O)OC2.[I:38]C1C=C(C(C)(C)CC(=O)C(O)=O)C=CC=1>>[I:38][C:20]1[CH:19]=[C:18]([C:16]([CH3:24])([CH3:17])[CH2:15][C:14](=[O:25])[C:13]([NH:12][C:11]2[CH:2]=[C:3]3[C:8](=[CH:9][CH:10]=2)[C:6](=[O:7])[O:5][CH2:4]3)=[O:26])[CH:23]=[CH:22][CH:21]=1. Procedure details: was obtained analogously to the process that is described for 4-bromo-5-(4-methyl-2-oxo-4-phenyl-valeroylamino)-phthalide from 5-aminophthalide and 4-(3-iodophenyl)-4-methyl-2-oxo-valeric acid, melting point 160-161° C. Reactants: [N+](=O)([O-])C=1N=C2OC(CCN2C1)CO ((2-nitro-6,7-dihydro-5H-imidazo[2,1-b][1,3]oxazin-7-yl)methanol), BrC=1C=CC(=NC1)F (5-bromo-2-fluoropyridine), BrC=1C=CC(=NC1)F (5-bromo-2-fluoropyridine), C(=O)=O.CC(=O)C (CO2 acetone), [H-].[Na+] (NaH). Solvent: CN(C)C=O (DMF). Run at time 2.5 hour. Yields the product BrC=1C=CC(=NC1)OCC1CCN2C(O1)=NC(=C2)[N+](=O)[O-] (7-{[(5-bromo-2-pyridinyl)oxy]methyl}-2-nitro-6,7-dihydro-5H-imidazo[2,1-b][1,3]oxazine). Yield: 87.3%. RXN SMILES: [Br:1][C:2]1[CH:3]=[CH:4][C:5](F)=[N:6][CH:7]=1.[N+:9]([C:12]1[N:13]=[C:14]2[N:19]([CH:20]=1)[CH2:18][CH2:17][CH:16]([CH2:21][OH:22])[O:15]2)([O-:11])=[O:10].[H-].[Na+].C(=O)=O.CC(C)=O>CN(C=O)C>[Br:1][C:2]1[CH:3]=[CH:4][C:5]([O:22][CH2:21][CH:16]2[O:15][C:14]3=[N:13][C:12]([N+:9]([O-:11])=[O:10])=[CH:20][N:19]3[CH2:18][CH2:17]2)=[N:6][CH:7]=1 |f:2.3,4.5|. Reported procedure: 5-Bromo-2-fluoropyridine (91) (0.52 mL, 5.05 mmol) was added to a solution of oxazine alcohol 134 (see Example 2BB) (500 mg, 2.51 mmol) in anhydrous DMF (10 mL) under N2 at 0° C. The resulting mixture was treated with 60% NaH (151 mg, 3.78 mmol), then quickly degassed and resealed under N2. Further 5-bromo-2-fluoropyridine (91) (0.52 mL, 5.05 mmol) was added and the mixture was stirred at room temperature for 2.5 h, and then cooled (CO2/acetone), quenched with ice/aqueous NaHCO3 (30 mL), added t... The reactants are CCOC(C)=O, COC(=O)C1CCC(c2ccc(NCc3ccccc3F)cc2)=N1, [H][H]. Yields the product COC(=O)C1CCC(c2ccc(NCc3ccccc3F)cc2)N1. Reaction SMILES: [CH3:27][CH2:28][O:29][C:30](=[O:31])[CH3:32].[F:1][c:2]1[c:3]([CH2:8][NH:9][c:10]2[cH:11][cH:12][c:13]([C:16]3=[N:20][CH:19]([C:21](=[O:22])[O:23][CH3:24])[CH2:18][CH2:17]3)[cH:14][cH:15]2)[cH:4][cH:5][cH:6][cH:7]1.[H:25][H:26]>>[F:1][c:2]1[c:3]([CH2:8][NH:9][c:10]2[cH:11][cH:12][c:13]([CH:16]3[CH2:17][CH2:18][CH:19]([C:21](=[O:22])[O:23][CH3:24])[NH:20]3)[cH:14][cH:15]2)[cH:4][cH:5][cH:6][cH:7]1. Reactants: Intermediate 38, C(CCC)OC1=NC(=C2N=C(N(C2=N1)CCCCCCCl)OC)N (2-(butyloxy)-9-(6-chlorohexyl)-8-(methyloxy)-9H-purin-6-amine), N1CCCC1 (pyrrolidine). Product: C(CCC)OC1=NC(=C2N=C(N(C2=N1)CCCCCCN1CCCC1)OC)N (2-(Butyloxy)-8-(methyloxy)-9-[6-(1-pyrrolidinyl)hexyl]-9H-purin-6-amine). Reaction SMILES: [CH2:1]([O:5][C:6]1[N:14]=[C:13]2[C:9]([N:10]=[C:11]([O:22][CH3:23])[N:12]2[CH2:15][CH2:16][CH2:17][CH2:18][CH2:19][CH2:20]Cl)=[C:8]([NH2:24])[N:7]=1)[CH2:2][CH2:3][CH3:4].[NH:25]1[CH2:29][CH2:28][CH2:27][CH2:26]1>>[CH2:1]([O:5][C:6]1[N:14]=[C:13]2[C:9]([N:10]=[C:11]([O:22][CH3:23])[N:12]2[CH2:15][CH2:16][CH2:17][CH2:18][CH2:19][CH2:20][N:25]2[CH2:29][CH2:28][CH2:27][CH2:26]2)=[C:8]([NH2:24])[N:7]=1)[CH2:2][CH2:3][CH3:4]. Procedure: Prepared similarly to Intermediate 38 from 2-(butyloxy)-9-(6-chlorohexyl)-8-(methyloxy)-9H-purin-6-amine and pyrrolidine. As a reaction SMILES: Cl.[CH2:2]([CH:6]1[NH:10][C:9](=[O:11])[C:8]2([CH2:15][CH2:14][CH2:13][CH2:12]2)[NH:7]1)[CH2:3][CH2:4][CH3:5].[OH-].[Na+].Br[CH2:19][C:20]1[CH:25]=[CH:24][C:23]([C:26]2[C:27]([C:32]#[N:33])=[CH:28][CH:29]=[CH:30][CH:31]=2)=[CH:22][CH:21]=1.Cl>[Cl-].C[N+](CCCC)(CCCC)CCCC.C(Cl)Cl.COC(C)(C)C>[CH2:2]([C:6]1[N:10]([CH2:19][C:20]2[CH:21]=[CH:22][C:23]([C:26]3[C:27]([C:32]#[N:33])=[CH:28][CH:29]=[CH:30][CH:31]=3)=[CH:24][CH:25]=2)[C:9](=[O:11])[C:8]2([CH2:15][CH2:14][CH2:13][CH2:12]2)[N:7]=1)[CH2:3][CH2:4][CH3:5] |f:0.1,2.3,6.7|. Product: C(CCC)C1=NC2(C(N1CC1=CC=C(C=C1)C=1C(=CC=CC1)C#N)=O)CCCC2 (4'-[[2-butyl-4-oxo-1,3-diazaspiro[4.4]non-1-en-3-yl]methyl][1,1'-biphenyl]-2-carbonitrile). Reactants: Cl.C(CCC)C1NC2(C(N1)=O)CCCC2 (2-butyl-1,3-diazaspiro [4.4]nonan-4-one, hydrochloride), aqueous solution, aqueous solution, [OH-].[Na+] (sodium hydroxide), BrCC1=CC=C(C=C1)C=1C(=CC=CC1)C#N (4'-(bromomethyl) [1,1'-biphenyl]-2-carbonitrile), Cl (HCl). Yield: 75.4%. Procedure: A mixture of 37 g, (160 mmoles) of 2-butyl-1,3-diazaspiro [4.4]nonan-4-one, hydrochloride, 1.7 mL of a 75% aqueous solution of methyl tributylammonium chloride, 125 mL of a 33% (10 N) aqueous solution of sodium hydroxide and 125 mL of methylene chloride was vigorously stirred at room temperature for five minutes. To this vigorously stirred mixture was added a solution of 44.34 g (163.6 mmoles as determined quantitatively by HPLC) of 4'-(bromomethyl) [1,1'-biphenyl]-2-carbonitrile in 400 mL of me... The reagents and catalysts are [Cl-].C[N+](CCCC)(CCCC)CCCC (methyl tributylammonium chloride). Run in C(Cl)Cl (methylene chloride), C(Cl)Cl (methylene chloride), COC(C)(C)C (methyl-tertiarybutyl ether). Run at time 5 minute. Reactants: C(CC(=O)OC(C)(C)C)(=O)OC(C)(C)C (di-tert-butyl malonate), C([O-])([O-])=O.[K+].[K+] (potassium carbonate), ClCC=1N=C(OC1C)C1=CC=C(C(=O)OC)C=C1 (methyl 4-(4-(chloromethyl)-5-methyloxazol-2-yl)benzoate). Solvent: CN(C=O)C (N,N-dimethylformamide), CN(C=O)C (N,N-dimethylformamide). Run at temperature 65 celsius, time 30 minute. The product is C(C)(C)(C)OC(C(CC=1N=C(OC1C)C1=CC=C(C(=O)OC)C=C1)C(=O)OC(C)(C)C)=O (methyl 4-(4-(3-tert-butoxy-2-(tert-butoxycarbonyl)-3-oxopropyl)-5-methyloxazol-2-yl)benzoate). The yield is 89.8%. Reaction SMILES: [C:1]([O:11][C:12]([CH3:15])([CH3:14])[CH3:13])(=[O:10])[CH2:2][C:3]([O:5][C:6]([CH3:9])([CH3:8])[CH3:7])=[O:4].C(=O)([O-])[O-].[K+].[K+].Cl[CH2:23][C:24]1[N:25]=[C:26]([C:30]2[CH:39]=[CH:38][C:33]([C:34]([O:36][CH3:37])=[O:35])=[CH:32][CH:31]=2)[O:27][C:28]=1[CH3:29]>CN(C)C=O>[C:12]([O:11][C:1](=[O:10])[CH:2]([C:3]([O:5][C:6]([CH3:7])([CH3:8])[CH3:9])=[O:4])[CH2:23][C:24]1[N:25]=[C:26]([C:30]2[CH:39]=[CH:38][C:33]([C:34]([O:36][CH3:37])=[O:35])=[CH:32][CH:31]=2)[O:27][C:28]=1[CH3:29])([CH3:15])([CH3:14])[CH3:13] |f:1.2.3|. Procedure details: A mixture of di-tert-butyl malonate (4.3 g, 19.91 mmol, 1.99 equiv) and potassium carbonate (2.8 g, 20.29 mmol, 2.03 equiv) in N,N-dimethylformamide (30 mL) was stirred at 65° C. for 30 min. A solution of methyl 4-(4-(chloromethyl)-5-methyloxazol-2-yl)benzoate (2.65 g, 10.00 mmol, 1.00 equiv) in N,N-dimethylformamide (5 mL) was then added dropwise with stirring to the reaction mixture. The resulting solution was stirred at 65° C. overnight and then quenched with 60 mL of ice and water. The mixtu... The reactants are C1CCOC1, CCO, Cl, [Na+], [OH-], CCOC(=O)C=Cc1ccc(C(=C2CC(C)(C)CC(C)(C)C2)c2ccc(O)cc2)cc1. Product: CC1(C)CC(=C(c2ccc(O)cc2)c2ccc(C=CC(=O)O)cc2)CC(C)(C)C1. Reaction SMILES: [CH2:35]1[O:36][CH2:37][CH2:38][CH2:39]1.[CH3:40][CH2:41][OH:42].[ClH:34].[Na+:33].[OH-:32].[OH:1][c:2]1[cH:3][cH:4][c:5]([C:8]([c:9]2[cH:10][cH:11][c:12]([CH:15]=[CH:16][C:17](=[O:18])[O:19][CH2:20][CH3:21])[cH:13][cH:14]2)=[C:22]2[CH2:23][C:24]([CH3:30])([CH3:31])[CH2:25][C:26]([CH3:28])([CH3:29])[CH2:27]2)[cH:6][cH:7]1>>[OH:1][c:2]1[cH:3][cH:4][c:5]([C:8]([c:9]2[cH:10][cH:11][c:12]([CH:15]=[CH:16][C:17](=[O:18])[OH:19])[cH:13][cH:14]2)=[C:22]2[CH2:23][C:24]([CH3:30])([CH3:31])[CH2:25][C:26]([CH3:28])([CH3:29])[CH2:27]2)[cH:6][cH:7]1.